Dataset: the Open Reaction Database (ORD), a public repository of structured organic reaction records. Task: describe an organic reaction: reactants, conditions, products, and yield Reactants: CC(=O)O[BH-](OC(C)=O)OC(C)=O, CC(=O)O, ClCCCl, ClCCl, COc1ccc(CNc2ncnc3c2ccn3C2OC(CN)C3OC(C)(C)OC32)c(OC)c1, [Na+], COC(=O)CC1CC(=O)C1. Yields the product COC(=O)CC1CC(NCC2OC(n3ccc4c(NCc5ccc(OC)cc5OC)ncnc43)C3OC(C)(C)OC23)C1. Reaction SMILES: [C:48]([O:49][BH-:50]([O:51][C:52](=[O:53])[CH3:54])[O:55][C:56](=[O:57])[CH3:58])(=[O:59])[CH3:60].[CH3:44][C:45](=[O:46])[OH:47].[Cl:62][CH2:63][CH2:64][Cl:65].[Cl:66][CH2:67][Cl:68].[NH2:1][CH2:2][CH:3]1[O:4][CH:5]([n:13]2[cH:14][cH:15][c:16]3[c:17]2[n:18][cH:19][n:20][c:21]3[NH:22][CH2:23][c:24]2[c:25]([O:32][CH3:33])[cH:26][c:27]([O:30][CH3:31])[cH:28][cH:29]2)[CH:6]2[CH:7]1[O:8][C:9]([CH3:11])([CH3:12])[O:10]2.[Na+:61].[O:34]=[C:35]1[CH2:36][CH:37]([CH2:39][C:40](=[O:41])[O:42][CH3:43])[CH2:38]1>>[NH:1]([CH2:2][CH:3]1[O:4][CH:5]([n:13]2[cH:14][cH:15][c:16]3[c:17]2[n:18][cH:19][n:20][c:21]3[NH:22][CH2:23][c:24]2[c:25]([O:32][CH3:33])[cH:26][c:27]([O:30][CH3:31])[cH:28][cH:29]2)[CH:6]2[CH:7]1[O:8][C:9]([CH3:11])([CH3:12])[O:10]2)[CH:35]1[CH2:36][CH:37]([CH2:39][C:40](=[O:41])[O:42][CH3:43])[CH2:38]1.